From a dataset of the Open Reaction Database (ORD), a public repository of structured organic reaction records. describe an organic reaction: reactants, conditions, products, and yield Starting materials: C1=CC=CC=2C3C4=CC=CC=C4C(C12)(C3)CN3CCC(CC3)NC3=NC=C(C(=N3)N)[N+](=O)[O-] (2-[1-(9,10-Dihydro-9,10-methanoanthracen-9-ylmethyl)-4-piperidylamino]-4-amino-5-nitropyrimidine), C(=O)[O-].[NH4+] (ammonium formate). Solvent: C(C)(=O)OCC.CO (ethyl acetate methanol). Yield: 69.6%. Run at time 28 hour. Product: C1=CC=CC=2C3C4=CC=CC=C4C(C12)(C3)CN3CCC(CC3)NC3=NC=C(C(=N3)N)N (2-[1-(9,10-dihydro-9,10-methanoanthracen-9-ylmethyl)-4-piperidylamino]-4,5-diaminopyrimidine). RXN SMILES: [CH:1]1[C:14]2[C:13]3([CH2:16][N:17]4[CH2:22][CH2:21][CH:20]([NH:23][C:24]5[N:29]=[C:28]([NH2:30])[C:27]([N+:31]([O-])=O)=[CH:26][N:25]=5)[CH2:19][CH2:18]4)[CH2:15][CH:6]([C:7]4[C:12]3=[CH:11][CH:10]=[CH:9][CH:8]=4)[C:5]=2[CH:4]=[CH:3][CH:2]=1.C([O-])=O.[NH4+]>C(OCC)(=O)C.CO.[Pd]>[CH:11]1[C:12]2[C:13]3([CH2:16][N:17]4[CH2:22][CH2:21][CH:20]([NH:23][C:24]5[N:29]=[C:28]([NH2:30])[C:27]([NH2:31])=[CH:26][N:25]=5)[CH2:19][CH2:18]4)[CH2:15][CH:6]([C:5]4[C:14]3=[CH:1][CH:2]=[CH:3][CH:4]=4)[C:7]=2[CH:8]=[CH:9][CH:10]=1 |f:1.2,3.4|. Reagents/catalysts: [Pd] (Pd/C). Procedure: 2-[1-(9,10-Dihydro-9,10-methanoanthracen-9-ylmethyl)-4-piperidylamino]-4-amino-5-nitropyrimidine (1.000 g, 2.3 mmol, prepared as described in Example 97), 0.2 weight equivalents of 10% Pd/C, and ammonium formate (1.000 g, 15.9 mmol) were combined in 20 mL 50% ethyl acetate/methanol and stirred under a nitrogen atmosphere at room temperature for 28 hours. The reaction mixture was filtered through celite and concentrated on a rotary evaporator to give the title compound as a tan glassy solid (0.64... Starting materials: [BH4-], CCO, O=Cc1cc(C=CC(=O)NC2CCc3ccccc32)ccc1-n1ccnc1, [Na+]. Product: O=C(C=Cc1ccc(-n2ccnc2)c(CO)c1)NC1CCc2ccccc21. As a reaction SMILES: [BH4-:1].[CH3:30][CH2:31][OH:32].[CH:3](=[O:4])[c:5]1[cH:6][c:7]([CH:16]=[CH:17][C:18](=[O:19])[NH:20][CH:21]2[CH2:22][CH2:23][c:24]3[cH:25][cH:26][cH:27][cH:28][c:29]32)[cH:8][cH:9][c:10]1-[n:11]1[cH:12][n:13][cH:14][cH:15]1.[Na+:2]>>[CH2:3]([OH:4])[c:5]1[cH:6][c:7]([CH:16]=[CH:17][C:18](=[O:19])[NH:20][CH:21]2[CH2:22][CH2:23][c:24]3[cH:25][cH:26][cH:27][cH:28][c:29]32)[cH:8][cH:9][c:10]1-[n:11]1[cH:12][n:13][cH:14][cH:15]1. Reactants: CS(C)=O, CO, Clc1nn2c(-c3ccccc3)nnc2c2ccccc12, Cl, [Cu], [Na+], [OH-], O. The product is O=C(O)c1nn2c(-c3ccccc3)nnc2c2ccccc12. As a reaction SMILES: [CH3:25][S:26]([CH3:27])=[O:28].[CH3:29][OH:30].[Cl:1][c:2]1[n:3][n:4]2[c:5]([c:6]3[cH:7][cH:8][cH:9][cH:10][c:11]13)[n:12][n:13][c:14]2-[c:15]1[cH:16][cH:17][cH:18][cH:19][cH:20]1.[ClH:22].[Cu:31].[Na+:24].[OH-:23].[OH2:21]>>[c:2]1([C:25](=[O:21])[OH:23])[n:3][n:4]2[c:5]([c:6]3[cH:7][cH:8][cH:9][cH:10][c:11]13)[n:12][n:13][c:14]2-[c:15]1[cH:16][cH:17][cH:18][cH:19][cH:20]1. Reactants: CCOC(=O)C(=CCC)C=1C=CC(=C(C1)CC(=O)OCC1=CC=CC=C1)OC (Benzyl 2-[5-[1-(2-ethoxycarbonyl)butenyl]-2-methoxyphenyl]acetate), O1CCCC1 (tetrahydrofuran), C(C)O (ethanol). Reagents/catalysts: [Pd] (palladium on carbon). Run at time 8 hour. Yields the product CCOC(=O)CCCCC=1C=CC(=C(C1)CC(=O)O)OC (2-[5-(2-ethoxycarbonyl)butyl-2-methoxyphenyl]-acetic acid). The yield is 100.0%. As a reaction SMILES: CCOC([C:6]([C:10]1[CH:11]=[CH:12][C:13]([O:27][CH3:28])=[C:14]([CH2:16][C:17]([O:19]CC2C=CC=CC=2)=[O:18])[CH:15]=1)=[CH:7][CH2:8][CH3:9])=O.[O:29]1[CH2:33]C[CH2:31][CH2:30]1.C([OH:36])C>[Pd]>[CH3:31][CH2:30][O:29][C:33]([CH2:9][CH2:8][CH2:7][CH2:6][C:10]1[CH:11]=[CH:12][C:13]([O:27][CH3:28])=[C:14]([CH2:16][C:17]([OH:19])=[O:18])[CH:15]=1)=[O:36]. Procedure: Benzyl 2-[5-[1-(2-ethoxycarbonyl)butenyl]-2-methoxyphenyl]acetate (1.85 g, 4.84 mmol), 5% palladium on carbon (400 mg), tetrahydrofuran (50 mL) and ethanol (50 mL) were mixed and hydrogenation was carried out for 8 hours at room temperature. The catalyst was removed by filtration and the filtrate was concentrated to afford 1.42 g (100%) of the title compound as a yellow oily product. Starting materials: ON=C(C(=O)OCC)C(C)=O (Ethyl 2-hydroxyimino-3-oxobutyrate), ClC1=C(CCl)C=CC(=C1)Cl (2,4-dichlorobenzyl chloride), C([O-])([O-])=O.[K+].[K+] (potassium carbonate), CN(C=O)C (N,N-dimethylformamide). The solvent is C(C)(=O)OCC (ethyl acetate). Product: ClC1=C(CON=C(C(=O)OCC)C(C)=O)C=CC(=C1)Cl (ethyl 2-(2,4-dichlorobenzyloxyimino)-3-oxobutyrate). Isolated yield 99.2%. Reaction SMILES: [OH:1][N:2]=[C:3]([C:9](=[O:11])[CH3:10])[C:4]([O:6][CH2:7][CH3:8])=[O:5].[Cl:12][C:13]1[CH:20]=[C:19]([Cl:21])[CH:18]=[CH:17][C:14]=1[CH2:15]Cl.C(=O)([O-])[O-].[K+].[K+].CN(C)C=O>C(OCC)(=O)C>[Cl:12][C:13]1[CH:20]=[C:19]([Cl:21])[CH:18]=[CH:17][C:14]=1[CH2:15][O:1][N:2]=[C:3]([C:9](=[O:11])[CH3:10])[C:4]([O:6][CH2:7][CH3:8])=[O:5] |f:2.3.4|. Procedure details: Ethyl 2-hydroxyimino-3-oxobutyrate (syn isomer, 17.0 g.), 2,4-dichlorobenzyl chloride (25 g.), potassium carbonate (22.0 g.), N,N-dimethylformamide (25 ml.) and ethyl acetate (25 ml.) were treated in a similar manner to that of Example A-(1) to give ethyl 2-(2,4-dichlorobenzyloxyimino)-3-oxobutyrate (syn isomer, 33.7 g.) Run in C(Cl)Cl (CH2Cl2). The reactants are C1(CCCC1)CC(=O)O (cyclopentylacetic acid), CN1CCOCC1 (N-methyl-morpholine), ClC(=O)OCC(C)C (isobutyl chloroformate), CNOC (N,O-dimethyl-hydroxylamine), Cl (HCl). Yields the product hexanes EtOAc, CON(C(CC1CCCC1)=O)C (N-Methoxy-N-methyl-cyclopentylacetamide). Reported procedure: A solution of 2.0 mL (15.9 mmol) of cyclopentylacetic acid in 80 mL of CH2Cl2 at 0° C. was treated with 3.7 mL (33.6 mmol) of N-methyl-morpholine and 2.2 mL (16.9 mmol) of isobutyl chloroformate. After stirring for 20 min, 1.61 g (16.5 mmol) of N,O-dimethyl-hydroxylamine.HCl was added. The reaction was warmed to rt and stirred for 3 h. The reaction was partitioned between 200 mL of EtOAc and 200 mL 2.0 N HCl. After separating the phases, the organic layer was washed with 200 mL of 1.0 N NaHCO3, ... The yield is 83.7%. RXN SMILES: [CH:1]1([CH2:6][C:7]([OH:9])=O)[CH2:5][CH2:4][CH2:3][CH2:2]1.CN1CCOCC1.ClC(OCC(C)C)=O.[CH3:25][NH:26][O:27][CH3:28].Cl>C(Cl)Cl>[CH3:28][O:27][N:26]([CH3:25])[C:7](=[O:9])[CH2:6][CH:1]1[CH2:5][CH2:4][CH2:3][CH2:2]1. Reaction conditions: time 20 minute.